Dataset: the Open Reaction Database (ORD), a public repository of structured organic reaction records. Task: describe an organic reaction: reactants, conditions, products, and yield The reactants are COc1ccccc1C(=O)CBr, O=C([O-])[O-], CC(C)=CCn1c(Cl)nc2c1c(=O)[nH]c(=O)n2C, CN(C)C=O, [K+], [K+]. Product: COc1ccccc1C(=O)Cn1c(=O)c2c(nc(Cl)n2CC=C(C)C)n(C)c1=O. RXN SMILES: [Br:1][CH2:2][C:3](=[O:4])[c:5]1[c:6]([O:11][CH3:12])[cH:7][cH:8][cH:9][cH:10]1.[C:31](=[O:32])([O-:33])[O-:34].[CH3:13][n:14]1[c:15](=[O:30])[nH:16][c:17](=[O:29])[c:18]2[n:19]([CH2:24][CH:25]=[C:26]([CH3:27])[CH3:28])[c:20]([Cl:23])[n:21][c:22]12.[CH3:37][N:38]([CH3:39])[CH:40]=[O:41].[K+:35].[K+:36]>>[CH2:2]([C:3](=[O:4])[c:5]1[c:6]([O:11][CH3:12])[cH:7][cH:8][cH:9][cH:10]1)[n:16]1[c:15](=[O:30])[n:14]([CH3:13])[c:22]2[c:18]([c:17]1=[O:29])[n:19]([CH2:24][CH:25]=[C:26]([CH3:27])[CH3:28])[c:20]([Cl:23])[n:21]2. The reactants are CC=1N(C(=CC1)C)NC(CCl)=O (N-(2,5-dimethyl-pyrrol-1-yl) chloroacetamide), CC=1SC=C(N1)CCl (2-methyl-4-chloromethyl-1,3-thiazole), [H-].[Na+] (sodium hydride). Run in CN(C)C=O (DMF). Yields the product CC=1SC=C(N1)CN(C(CCl)=O)N1C(=CC=C1C)C (N-(2-methyl-1,3-thiazol-4-yl) methyl-N-(2,5-dimethylpyrrol-1-yl)chloroacetamide). The yield is 20.8%. As a reaction SMILES: [CH3:1][C:2]1[N:3]([NH:8][C:9](=[O:12])[CH2:10][Cl:11])[C:4]([CH3:7])=[CH:5][CH:6]=1.[CH3:13][C:14]1[S:15][CH:16]=[C:17]([CH2:19]Cl)[N:18]=1.[H-].[Na+]>CN(C=O)C>[CH3:13][C:14]1[S:15][CH:16]=[C:17]([CH2:19][N:8]([N:3]2[C:2]([CH3:1])=[CH:6][CH:5]=[C:4]2[CH3:7])[C:9](=[O:12])[CH2:10][Cl:11])[N:18]=1 |f:2.3|. Procedure: The product of Example 2 (5.04 g), 2-methyl-4-chloromethyl-1,3-thiazole (4 g) and sodium hydride (1.56 g) in 120 ml dry DMF were treated at 0° C. according to the procedure of Example 3. Work-up yielded 1.67 g of title product (chromatographed on silica gel and by h.p.l.c.). Reactants: FC(C1=CC=C(C=C1)B1OC(C(O1)(C)C)(C)C)F (2-(4-(Difluoromethyl)phenyl)-4,4,5,5-tetramethyl-1,3,2-dioxaborolane), P(=O)([O-])([O-])[O-].[K+].[K+].[K+] (potassium phosphate), O (water), C(C)(C)(C)O[C@H](C(=O)OC)C=1C(=C2C(=NC1C)SC1=C2CCCC1)I ((S)-methyl 2-(tert-butoxy)-2-(4-iodo-2-methyl-5,6,7,8-tetrahydrobenzo[4,5]thieno[2,3-b]pyridin-3-yl)acetate). The reagents and catalysts are [Pd+2].ClC1=C([C-](C=C1)P(C(C)(C)C)C(C)(C)C)Cl.[C-]1(C=CC=C1)P(C(C)(C)C)C(C)(C)C.[Fe+2] (dichloro [1,1′ bis(di-tert-butylphosphino)]ferrocene palladium (II)). Solvent: O1CCOCC1 (dioxane). Reaction conditions: temperature 100 celsius, time 16 hour. Yields the product C(C)(C)(C)O[C@H](C(=O)OC)C=1C(=C2C(=NC1C)SC1=C2CCCC1)C1=CC=C(C=C1)C(F)F ((S)-methyl 2-(tert-butoxy)-2-(4-(4-(difluoromethyl)phenyl)-2-methyl-5,6,7,8-tetrahydrobenzo[4,5]thieno[2,3-b]pyridin-3-yl)acetate). The yield is 85.4%. As a reaction SMILES: [F:1][CH:2]([F:18])[C:3]1[CH:8]=[CH:7][C:6](B2OC(C)(C)C(C)(C)O2)=[CH:5][CH:4]=1.P([O-])([O-])([O-])=O.[K+].[K+].[K+].O.[C:28]([O:32][C@@H:33]([C:38]1[C:39](I)=[C:40]2[C:47]3[CH2:48][CH2:49][CH2:50][CH2:51][C:46]=3[S:45][C:41]2=[N:42][C:43]=1[CH3:44])[C:34]([O:36][CH3:37])=[O:35])([CH3:31])([CH3:30])[CH3:29]>O1CCOCC1.[Pd+2].ClC1C=C[C-](P(C(C)(C)C)C(C)(C)C)C=1Cl.[C-]1(P(C(C)(C)C)C(C)(C)C)C=CC=C1.[Fe+2]>[C:28]([O:32][C@@H:33]([C:38]1[C:39]([C:6]2[CH:5]=[CH:4][C:3]([CH:2]([F:1])[F:18])=[CH:8][CH:7]=2)=[C:40]2[C:47]3[CH2:48][CH2:49][CH2:50][CH2:51][C:46]=3[S:45][C:41]2=[N:42][C:43]=1[CH3:44])[C:34]([O:36][CH3:37])=[O:35])([CH3:31])([CH3:29])[CH3:30] |f:1.2.3.4,8.9.10.11|. Reported procedure: 2-(4-(Difluoromethyl)phenyl)-4,4,5,5-tetramethyl-1,3,2-dioxaborolane (1.04 g, 4.09 mmol), potassium phosphate (1.35 g, 6.36 mmol), water (750 μL) and dichloro [1,1′ bis(di-tert-butylphosphino)]ferrocene palladium (II)™ (101 mg, 155 μmol) were added to a stirred solution of (S)-methyl 2-(tert-butoxy)-2-(4-iodo-2-methyl-5,6,7,8-tetrahydrobenzo[4,5]thieno[2,3-b]pyridin-3-yl)acetate (750 mg, 1.58 mmol) in dioxane (11 mL) in a reaction tube. The reaction mixture was degassed with argon for 2 minutes,... The reactants are Cl (hydrochloric acid), ClC=1C=CC2=C(NC(O2)=O)C1 (5-chlorobenzoxazol-2-one), ClC=1C=CC2=C(NC(O2)=O)C1 (5-chlorobenzoxazol-2-one), C([O-])([O-])=O.[K+].[K+] (potassium carbonate), FC=1C=CC(=C(C(=O)O)C1)[N+](=O)[O-] (5-fluoro-2-nitrobenzoic acid), FC=1C=CC(=C(C(=O)O)C1)[N+](=O)[O-] (5-fluoro-2-nitrobenzoic acid). Solvent: C(Cl)Cl (methylene chloride), O (water), CS(=O)C (dimethylsulfoxide), CS(=O)C (dimethylsulfoxide). Conditions: time 18 hour. The product is ClC=1C=CC2=C(N=C(O2)OC=2C=CC(=C(C(=O)O)C2)[N+](=O)[O-])C1 (5-(5-chloro-2-benzoxazolyloxy)-2nitrobenzoic acid). As a reaction SMILES: [Cl:1][C:2]1[CH:3]=[CH:4][C:5]2[O:9][C:8](=[O:10])[NH:7][C:6]=2[CH:11]=1.C(=O)([O-])[O-].[K+].[K+].F[C:19]1[CH:20]=[CH:21][C:22]([N+:28]([O-:30])=[O:29])=[C:23]([CH:27]=1)[C:24]([OH:26])=[O:25].Cl>CS(C)=O.C(Cl)Cl.O>[Cl:1][C:2]1[CH:3]=[CH:4][C:5]2[O:9][C:8]([O:10][C:19]3[CH:20]=[CH:21][C:22]([N+:28]([O-:30])=[O:29])=[C:23]([CH:27]=3)[C:24]([OH:26])=[O:25])=[N:7][C:6]=2[CH:11]=1 |f:1.2.3|. Reported procedure: A reactor is charged with 1.69 grams (0.01 mole) of 5-chlorobenzoxazol-2-one (Formula II Compound), 10 milliliters of dimethylsulfoxide, and 2.76 grams (0.02 mole) of anhydrous potassium carbonate. To this mixture is added 1.85 grams (0.01 mole) of 5-fluoro-2-nitrobenzoic acid (Formula III Compound) in 4 milliliters of dimethylsulfoxide. After stirring at about 75° C. to 80° C. for about 18 hours, the reaction mixture is stripped of solvent and the residue is dissolved in a mixture of methylene ...